Dataset: the Open Reaction Database (ORD), a public repository of structured organic reaction records. Task: describe an organic reaction: reactants, conditions, products, and yield Starting materials: C(CC(O)(C(=O)O)CC(=O)O)(=O)O (citric acid), [C@@H]1([C@H](O)[C@@H](O)[C@H](O)[C@H](O1)CO)OC1=NC(=CC(=C1CC1=CC=C(C=C1)OC)C)C (2-(β-D-glucopyranosyloxy)-3-(4-methoxy-benzyl)-4,6-dimethylpyridine), ClC(=O)OC (methyl chloroformate). Run in CC1=NC(=CC(=C1)C)C (2,4,6-trimethyl-pyridine), ClCCl (dichloromethane). Reaction conditions: time 7 hour. Product: COC1=CC=C(CC=2C(=NC(=CC2C)C)O[C@H]2[C@H](O)[C@@H](O)[C@H](O)[C@H](O2)C(OOC)=C=O)C=C1 (3-(4-methoxybenzyl)-2-(6-O-methoxy-carbonyl-β-D-glucopyranosyloxy)-4,6-dimethylpyridine). Reaction SMILES: [C@@H:1]1([O:12][C:13]2[C:18]([CH2:19][C:20]3[CH:25]=[CH:24][C:23]([O:26][CH3:27])=[CH:22][CH:21]=3)=[C:17]([CH3:28])[CH:16]=[C:15]([CH3:29])[N:14]=2)[O:9][C@H:8]([CH2:10][OH:11])[C@@H:6]([OH:7])[C@H:4]([OH:5])[C@H:2]1[OH:3].Cl[C:31](OC)=[O:32].C(O)(=O)C[C:37](CC(O)=O)(C(O)=O)[OH:38]>CC1C=C(C)C=C(C)N=1.ClCCl>[CH3:27][O:26][C:23]1[CH:24]=[CH:25][C:20]([CH2:19][C:18]2[C:13]([O:12][C@@H:1]3[O:9][C@H:8]([C:10](=[C:31]=[O:32])[O:11][O:38][CH3:37])[C@@H:6]([OH:7])[C@H:4]([OH:5])[C@H:2]3[OH:3])=[N:14][C:15]([CH3:29])=[CH:16][C:17]=2[CH3:28])=[CH:21][CH:22]=1. Procedure details: To a solution of 2-(β-D-glucopyranosyloxy)-3-(4-methoxy-benzyl)-4,6-dimethylpyridine (0.32 g) in 2,4,6-trimethyl-pyridine (3.8 mL) was added a solution of methyl chloroformate (0.18 mL) in dichloromethane (0.4 mL) at −40° C. The temperature was raised to room temperature, and the mixture was stirred for 7 hours. To the reaction mixture was added 10% aqueous citric acid solution (12 mL), and the mixture was extracted with ethyl acetate. After the organic layer was washed with 10% aqueous citric a... Starting materials: Cc1ccccc1, C=CCN1CCN(C)CC1c1ccc(Cl)cc1, Cl, Cl, [Na+], [OH-], O, Cl[Ru](Cl)Cl. Yields the product CN1CCNC(c2ccc(Cl)cc2)C1. Reaction SMILES: [CH3:20][c:21]1[cH:22][cH:23][cH:24][cH:25][cH:26]1.[Cl:3][c:4]1[cH:5][cH:6][c:7]([CH:10]2[N:11]([CH2:17][CH:18]=[CH2:19])[CH2:12][CH2:13][N:14]([CH3:16])[CH2:15]2)[cH:8][cH:9]1.[ClH:1].[ClH:2].[Na+:28].[OH-:27].[OH2:29].[Ru:30]([Cl:31])([Cl:32])[Cl:33]>>[Cl:3][c:4]1[cH:5][cH:6][c:7]([CH:10]2[NH:11][CH2:12][CH2:13][N:14]([CH3:16])[CH2:15]2)[cH:8][cH:9]1. Reactants: COC(=O)Cc1ccc(Br)cc1, CCO, COc1ccc(B(O)O)cc1, [Na+], [Na+], O=C([O-])[O-], O, Cc1ccccc1, c1ccc(P(c2ccccc2)(c2ccccc2)[Pd](P(c2ccccc2)(c2ccccc2)c2ccccc2)(P(c2ccccc2)(c2ccccc2)c2ccccc2)P(c2ccccc2)(c2ccccc2)c2ccccc2)cc1. The product is COC(=O)Cc1ccc(-c2ccc(OC)cc2)cc1. RXN SMILES: [Br:7][c:8]1[cH:9][cH:10][c:11]([CH2:14][C:15](=[O:16])[O:17][CH3:18])[cH:12][cH:13]1.[CH2:31]([OH:32])[CH3:33].[CH3:19][O:20][c:21]1[cH:22][cH:23][c:24]([B:27]([OH:28])[OH:29])[cH:25][cH:26]1.[Na+:1].[Na+:2].[O-:3][C:4](=[O:5])[O-:6].[OH2:30].[c:34]1([CH3:35])[cH:36][cH:37][cH:38][cH:39][cH:40]1.[cH:41]1[cH:42][cH:43][c:44]([P:45]([Pd:46]([P:47]([c:48]2[cH:49][cH:50][cH:51][cH:52][cH:53]2)([c:54]2[cH:55][cH:56][cH:57][cH:58][cH:59]2)[c:60]2[cH:61][cH:62][cH:63][cH:64][cH:65]2)([P:66]([c:67]2[cH:68][cH:69][cH:70][cH:71][cH:72]2)([c:73]2[cH:74][cH:75][cH:76][cH:77][cH:78]2)[c:79]2[cH:80][cH:81][cH:82][cH:83][cH:84]2)[P:85]([c:86]2[cH:87][cH:88][cH:89][cH:90][cH:91]2)([c:92]2[cH:93][cH:94][cH:95][cH:96][cH:97]2)[c:98]2[cH:99][cH:100][cH:101][cH:102][cH:103]2)([c:104]2[cH:105][cH:106][cH:107][cH:108][cH:109]2)[c:110]2[cH:111][cH:112][cH:113][cH:114][cH:115]2)[cH:116][cH:117]1>>[c:8]1(-[c:24]2[cH:23][cH:22][c:21]([O:20][CH3:19])[cH:26][cH:25]2)[cH:9][cH:10][c:11]([CH2:14][C:15](=[O:16])[O:17][CH3:18])[cH:12][cH:13]1. As a reaction SMILES: Cl.[CH2:2]([NH2:4])[CH3:3].[OH-].[Na+].[C:7]12[C:13](=[CH:14][CH:15]=[CH:16][CH:17]=1)[NH:12][C:11](=O)[O:10][C:8]2=[O:9]>C(Cl)Cl>[CH2:2]([N:4]1[C:8](=[O:9])[C:7]2[C:13](=[CH:14][CH:15]=[CH:16][CH:17]=2)[NH:12][C:11]1=[O:10])[CH3:3] |f:0.1,2.3|. Starting materials: [OH-].[Na+] (sodium hydroxide), Cl.C(C)N (ethylamine hydrochloride), [OH-].[Na+] (sodium hydroxide), C1=2C(=O)OC(NC1=CC=CC2)=O (isatoic anhydride). Conditions: time 4 hour. Procedure details: To a mixture of 12.23 g of ethylamine hydrochloride, 35 ml 4M sodium hydroxide and 175 ml methylene chloride was added 16.3 g isatoic anhydride. This mixture was stirred for 4 hours and the aqueous phase was made basic with 4 M sodium hydroxide. The organic phase was evaporated in vacuo. The residue was dissolved in 300 ml of tetrahydrofuran (THF) and 75 ml phosgene solution (20% in toluene) was added. The resulting mixture was stirred at 80° C. for two hours. The precipitate was filtered off an... Product: C(C)N1C(NC2=CC=CC=C2C1=O)=O (1,2,3,4-tetrahydro-3-ethyl-2,4-dioxo-quinazoline). Yield: 27.4%. The solvent is C(Cl)Cl (methylene chloride). Reactants: COC=1C=C2C(=C(NC2=CC1)C)CCN (5-methoxy-2-methylindole-3-ethyl amine), oxalate salt, CCN=C=NCCCN(C)C.Cl (EDCl), ClC1=CC=C(C(=O)O)C=C1 (4-chlorobenzoic acid). Reagents/catalysts: CN(C)C=1C=CN=CC1 (DMAP). The solvent is O (water), C(Cl)Cl (methylene chloride). Conditions: time 3 hour. The product is ClC1=CC=C(C(=O)N2C(=CC3=CC(=CC=C23)OC)C)C=C1.C(C)C=1C=C(C(=O)N)C=CC1Cl (N-(p-chlorobenzoyl)-5-methoxy-2-methylindole 3-ethyl-(p-chloro)benzamide), 8e. Yield: 45.0%. Reaction SMILES: [CH3:1][O:2][C:3]1[CH:4]=[C:5]2[C:9](=[CH:10][CH:11]=1)[NH:8][C:7]([CH3:12])=[C:6]2CCN.[CH3:16][CH2:17]N=C=NCCCN(C)C.Cl.[Cl:28][C:29]1[CH:37]=[CH:36][C:32]([C:33]([OH:35])=[O:34])=[CH:31][CH:30]=1>CN(C1C=CN=CC=1)C.C(Cl)Cl.O>[Cl:28][C:29]1[CH:37]=[CH:36][C:32]([C:33]([N:8]2[C:9]3[C:5](=[CH:4][C:3]([O:2][CH3:1])=[CH:11][CH:10]=3)[CH:6]=[C:7]2[CH3:12])=[O:34])=[CH:31][CH:30]=1.[CH2:16]([C:37]1[CH:36]=[C:32]([CH:31]=[CH:30][C:29]=1[Cl:28])[C:33]([NH2:8])=[O:35])[CH3:17] |f:1.2,7.8|. Procedure details: A reaction mixture containing Compound 7 oxalate salt (520 mg, 2.55 mmol), EDCl (489 mg, 2.55 mmol), DMAP (31 mg, 0.255 mmol), and 4-chlorobenzoic acid (354 mg, 2.26 mmol) in anhydrous methylene chloride (15 mL) was stirred at rt for 3 hours. The reaction mixture was diluted with water and extracted with CH2Cl2 (2×15 mL). The combined CH2Cl2 extracts were washed with water, dried (MgSO4), filtered, and the solvent concentrated in vacuo. The crude amide was chromatographed on silica gel (EtOAc:he...